From a dataset of the Open Reaction Database (ORD), a public repository of structured organic reaction records. describe an organic reaction: reactants, conditions, products, and yield Starting materials: ClC=1C=C(C=CC1Cl)[C@@H](C(=O)O)CC=C (2-(S)-(3,4-dichlorophenyl)-pent-4-enoic acid), C(C(=O)Cl)(=O)Cl (oxalyl chloride), CN(C=O)C (dimethylformamide), [N+](=[N-])=C (diazomethane). The solvent is ClCCl (dichloromethane), CCOCC (ether). Reaction conditions: time 8 hour. Yields the product [N+](=[N-])=CC(=O)C[C@H](CC=C)C1=CC(=C(C=C1)Cl)Cl (diazomethyl-(2-(S)-(3,4-dichlorophenyl)-pent-4-enyl)-ketone). Yield: 79.9%. RXN SMILES: [Cl:1][C:2]1[CH:3]=[C:4]([C@H:9]([CH2:13][CH:14]=[CH2:15])[C:10](O)=O)[CH:5]=[CH:6][C:7]=1[Cl:8].[C:16](Cl)(=[O:20])[C:17](Cl)=O.CN(C)C=O.[N+:27](=C)=[N-:28]>ClCCl.CCOCC>[N+:27](=[CH:17][C:16]([CH2:10][C@@H:9]([C:4]1[CH:5]=[CH:6][C:7]([Cl:8])=[C:2]([Cl:1])[CH:3]=1)[CH2:13][CH:14]=[CH2:15])=[O:20])=[N-:28]. Procedure: To a solution of 2-(S)-(3,4-dichlorophenyl)-pent-4-enoic acid (5.04 g, 20.6 mmol) in 60 mL of dichloromethane was added 2.15 mL (24.6 mmol) of oxalyl chloride and 0.1 mL of dimethylformamide with cooling in an ice-water bath. The cooling bath was then removed and the reaction mixture was stirred at rt overnight. The solvent was removed under reduced pressure, and the resulting material was diluted in ethyl acetate and concentrated in vacuo in order to remove residual HCl. The residual crude acid... Starting materials: S(O)(O)(=O)=O (sulfuric acid), [Na+].[Na+].C1(=CC=CC=2C(=CC=CC12)S(=O)(=O)[O-])S(=O)(=O)[O-] (1,5-naphthalenedisulfonic acid disodium salt). The product is C1(=CC(=CC=2C(=CC(=CC12)S(=O)(=O)O)S(=O)(=O)O)S(=O)(=O)O)S(=O)(=O)O (1,3,5,7-naphthalenetetrasulfonic acid). As a reaction SMILES: [S:1](=[O:5])(=[O:4])([OH:3])O.[Na+].[Na+].[C:8]1([S:22]([O-:25])(=[O:24])=[O:23])[C:17]2[CH:16]=[CH:15][CH:14]=[C:13]([S:18]([O-:21])(=[O:20])=[O:19])[C:12]=2[CH:11]=[CH:10][CH:9]=1>>[C:8]1([S:22]([OH:25])(=[O:24])=[O:23])[C:17]2[CH:16]=[C:15]([S:1]([OH:5])(=[O:4])=[O:3])[CH:14]=[C:13]([S:18]([OH:21])(=[O:20])=[O:19])[C:12]=2[CH:11]=[C:10]([S:1]([OH:3])(=[O:5])=[O:4])[CH:9]=1 |f:1.2.3|. Reported procedure: To 100 ml of 30% fuming sulfuric acid at 200° C., is added 25 g of 1,5-naphthalenedisulfonic acid disodium salt. The mixture is refluxed at 180°-185° C. for 18 hours then cooled to 50°-60° C. and filtered, giving 25.6 g of 1,3,5,7-naphthalenetetrasulfonic acid as a tan solid. The entire 25.6 g is added to 200 ml of thionyl chloride and then 2.0 ml of dimethylformamide are added. The mixture is warmed gently until hydrogen chloride is evolved, then heated until bubbling, then allowed to stand at ... As a reaction SMILES: [Br:31][CH2:32][C:33]([CH2:34][N:35]1[C:36](=[O:45])[c:37]2[c:38]([cH:41][cH:42][cH:43][cH:44]2)[C:39]1=[O:40])=[O:46].[K+:25].[K+:26].[NH2:1][CH:2]([CH:3]([CH3:4])[CH3:5])[c:6]1[o:7][c:8]2[cH:9][c:10]([Cl:24])[cH:11][cH:12][c:13]2[c:14](=[O:23])[c:15]1[CH2:16][c:17]1[cH:18][cH:19][cH:20][cH:21][cH:22]1.[O-:27][C:28]([O-:29])=[O:30].[O:47]=[CH:48][N:49]([CH3:50])[CH3:51]>>[NH:1]([CH:2]([CH:3]([CH3:4])[CH3:5])[c:6]1[o:7][c:8]2[cH:9][c:10]([Cl:24])[cH:11][cH:12][c:13]2[c:14](=[O:23])[c:15]1[CH2:16][c:17]1[cH:18][cH:19][cH:20][cH:21][cH:22]1)[CH2:32][C:33]([CH2:34][N:35]1[C:36](=[O:45])[c:37]2[c:38]([cH:41][cH:42][cH:43][cH:44]2)[C:39]1=[O:40])=[O:46]. The reactants are O=C(CBr)CN1C(=O)c2ccccc2C1=O, [K+], [K+], CC(C)C(N)c1oc2cc(Cl)ccc2c(=O)c1Cc1ccccc1, O=C([O-])[O-], CN(C)C=O. The product is CC(C)C(NCC(=O)CN1C(=O)c2ccccc2C1=O)c1oc2cc(Cl)ccc2c(=O)c1Cc1ccccc1. The reactants are COCCOC (DME), FC(C1=CC=C(C=N1)B(O)O)(F)F (6-(trifluoromethyl)pyridin-3-ylboronic acid), ClC1=NC(=CC(=C1)C(F)(F)F)C (2-chloro-6-methyl-4-(trifluoromethyl)pyridine), C(=O)([O-])[O-].[K+].[K+] (K2CO3). Reagents/catalysts: Cl[Pd]([P](C1=CC=CC=C1)(C2=CC=CC=C2)C3=CC=CC=C3)([P](C4=CC=CC=C4)(C5=CC=CC=C5)C6=CC=CC=C6)Cl (bis(triphenylphosphine)palladium(II) chloride). Run in C(C)O (ethanol), O (water), CCOC(=O)C (EtOAc). Conditions: temperature 120 celsius. Yields the product CC1=CC(=CC(=N1)C=1C=NC(=CC1)C(F)(F)F)C(F)(F)F (6-methyl-4,6′-bis(trifluoromethyl)-2,3′-bipyridine). Isolated yield 303.9%. Reaction SMILES: [F:1][C:2]([F:13])([F:12])[C:3]1[N:8]=[CH:7][C:6](B(O)O)=[CH:5][CH:4]=1.Cl[C:15]1[CH:20]=[C:19]([C:21]([F:24])([F:23])[F:22])[CH:18]=[C:17]([CH3:25])[N:16]=1.C([O-])([O-])=O.[K+].[K+].COCCOC>Cl[Pd](Cl)([P](C1C=CC=CC=1)(C1C=CC=CC=1)C1C=CC=CC=1)[P](C1C=CC=CC=1)(C1C=CC=CC=1)C1C=CC=CC=1.CCOC(C)=O.C(O)C.O>[CH3:25][C:17]1[N:16]=[C:15]([C:6]2[CH:7]=[N:8][C:3]([C:2]([F:13])([F:12])[F:1])=[CH:4][CH:5]=2)[CH:20]=[C:19]([C:21]([F:24])([F:22])[F:23])[CH:18]=1 |f:2.3.4,^1:40,59|. Reported procedure: A 20 mL microwave vial was charged with 6-(trifluoromethyl)pyridin-3-ylboronic acid (644 mg, 3.37 mmol), 2-chloro-6-methyl-4-(trifluoromethyl)pyridine (600 mg, 3.07 mmol), bis(triphenylphosphine)palladium(II) chloride (108 mg, 0.153 mmol), and K2CO3 (848 mg, 6.14 mmol), followed by the addition of DME (9.0 mL), water (3.86 mL) and ethanol (2.57 mL). The mixture was heated in the microwave at 120° C. for 10 minutes. The combined reaction mixtures were added 200 mL EtOAc, and filtered through a ce...